Dataset: the Open Reaction Database (ORD), a public repository of structured organic reaction records. Task: describe an organic reaction: reactants, conditions, products, and yield Reactants: C1C2C1(C(=O)NC2=O)C3=CC=C(C=C3)Cl (1-(p-chlorophenyl)-1,2-cyclopropanedicarboximide), C(C)[Mg]Br (ethylmagnesium bromide), O (water). Solvent: CCOCC (ether). Reaction conditions: time 18 hour. Yields the product ClC1=CC=C(C=C1)C12CNC(C2C1)CC (1-(p-Chlorophenyl)-4-ethyl-3-azabicyclo[3.1.0]hexane). As a reaction SMILES: [CH2:1]1[C:3]2([C:9]3[CH:14]=[CH:13][C:12]([Cl:15])=[CH:11][CH:10]=3)[C:4]([NH:6][C:7](=O)[CH:2]12)=O.[CH2:16]([Mg]Br)[CH3:17].O>CCOCC>[Cl:15][C:12]1[CH:13]=[CH:14][C:9]([C:3]23[CH2:1][CH:2]2[CH:7]([CH2:16][CH3:17])[NH:6][CH2:4]3)=[CH:10][CH:11]=1. Procedure: To 4.43 g of 1-(p-chlorophenyl)-1,2-cyclopropanedicarboximide in 100 ml of ether is added 16.4 ml of 2M ethylmagnesium bromide. The mixture is allowed to stand at room temperature for 18 hours and then is combined with water. The ether solution is dried over sodium sulfate and evaporated to give 4.05 g of a pink semisolid. Crystallization from ether hexane gives 1-(p-chloropehnyl)-4-ethyl-4-hydroxy-3-azabicyclo[3.1.0]hexan-2-one as colorless crystals, m.p. 154°-157° C. The reactants are C(C)(C)C1=CC=C(C=C1)NC(=O)C=1C(=NC(=NC1)SC)NCC1=CC=NC=C1 (N-[4-(isopropyl)phenyl]{2-methylthio-4-[(4-pyridylmethyl)amino]pyrimidin-5-yl}carboxamide). The reagents and catalysts are [Ni] (Ni). Solvent: CCO (EtOH). Yields the product C(C)(C)C1=CC=C(C=C1)NC(=O)C=1C(=NC=NC1)NCC1=CC=NC=C1 (N-[4-(isopropyl)phenyl]{4-[(4-pyridylmethyl)amino]pyrimidin-5-yl}carboxamide). Reaction SMILES: [CH:1]([C:4]1[CH:9]=[CH:8][C:7]([NH:10][C:11]([C:13]2[C:14]([NH:21][CH2:22][C:23]3[CH:28]=[CH:27][N:26]=[CH:25][CH:24]=3)=[N:15][C:16](SC)=[N:17][CH:18]=2)=[O:12])=[CH:6][CH:5]=1)([CH3:3])[CH3:2]>CCO.[Ni]>[CH:1]([C:4]1[CH:5]=[CH:6][C:7]([NH:10][C:11]([C:13]2[C:14]([NH:21][CH2:22][C:23]3[CH:24]=[CH:25][N:26]=[CH:27][CH:28]=3)=[N:15][CH:16]=[N:17][CH:18]=2)=[O:12])=[CH:8][CH:9]=1)([CH3:3])[CH3:2]. Procedure details: A mixture of N-[4-(isopropyl)phenyl]{2-methylthio-4-[(4-pyridylmethyl)amino]pyrimidin-5-yl}carboxamide (50 mg, 0.13 mmol, Step B) and Raney-Ni in EtOH (10 mL) was heated at reflux for 2 h. The resulting mixture was filtered, and the filtrate was concentrated to give the titled compound. MS (ES+): 348 (M+H)+; (ES−): 346 (M−H)−. Calc'd C20H21N5O-347.42. RXN SMILES: [CH3:1][S:2]([NH:5][CH2:6][CH2:7][CH2:8][CH2:9][CH2:10][CH2:11][C:12]([O:14]CC)=[O:13])(=[O:4])=[O:3].CS(N[CH2:21][CH2:22]CCCCC(OCC)=O)=O.[C:32]([O:35][CH:36]([CH2:55][CH2:56][CH2:57][CH2:58][CH3:59])[CH2:37][CH2:38][CH2:39]N(CCCCCCC(OCC)=O)S(C)=O)(=[O:34])[CH3:33]>>[CH2:21]([CH:11]([CH2:10][CH2:9][CH2:8][CH2:7][CH2:6][N:5]([CH2:39]/[CH:38]=[CH:37]/[CH:36]([O:35][C:32](=[O:34])[CH3:33])[CH2:55][CH2:56][CH2:57][CH2:58][CH3:59])[S:2]([CH3:1])(=[O:3])=[O:4])[C:12]([OH:14])=[O:13])[CH3:22]. Starting materials: CS(=O)(=O)NCCCCCCC(=O)OCC (ethyl 7-(methanesulfonamido)heptanoate), C(C)(=O)OC(CCCN(S(=O)C)CCCCCCC(=O)OCC)CCCCC (ethyl 7-[N-(4-acetoxynonyl)methanesulfinamido]heptanoate), CS(=O)NCCCCCCC(=O)OCC (ethyl 7-(methanesulfinamido)heptanoate), product. Procedure: The synthesis of this compound is carried out as described in Example 1 except that, in Step A, the ethyl 7-(methanesulfonamido)heptanoate is replaced by an equimolar amount of ethyl 7-(methanesulfinamido)heptanoate (Example T). The product of Step A is thus ethyl 7-[N-(4-acetoxynonyl)methanesulfinamido]heptanoate. The subsequent step yields 7-[N-(4-hydroxynonyl)methanesulfinamido]heptanoic acid (B). Yields the product C(C)C(C(=O)O)CCCCCN(S(=O)(=O)C)C\C=C\C(CCCCC)OC(C)=O (ethyl 7-[N-(4-acetoxy-(E)-2-nonenyl)methanesulfonamido]heptanoic acid). Starting materials: NC1=NC=CC(=C1)C (2-amino-4-methyl-pyridine), COC=1C=C(C(CBr)=O)C=CC1OC (3,4-dimethoxy-phenacylbromide). The product is COC=1C=C(C=CC1OC)C=1N=C2N(C=CC(=C2)C)C1 (2-(3,4-Dimethoxy-phenyl)-7-methyl-imidazo[1,2-a]pyridine). RXN SMILES: [NH2:1][C:2]1[CH:7]=[C:6]([CH3:8])[CH:5]=[CH:4][N:3]=1.[CH3:9][O:10][C:11]1[CH:12]=[C:13]([CH:18]=[CH:19][C:20]=1[O:21][CH3:22])[C:14](=O)[CH2:15]Br>>[CH3:9][O:10][C:11]1[CH:12]=[C:13]([C:14]2[N:1]=[C:2]3[CH:7]=[C:6]([CH3:8])[CH:5]=[CH:4][N:3]3[CH:15]=2)[CH:18]=[CH:19][C:20]=1[O:21][CH3:22]. Reported procedure: The title compound, pale yellow solid, m.p. 163° C. and MS: m/e=268.1 (M+), was prepared in accordance with the general method of example 1 from 2-amino-4-methyl-pyridine and 3,4-dimethoxy-phenacylbromide. Starting materials: reduced iron, [Cl-].[NH4+] (ammonium chloride), O (water), C(C)(C)O (isopropyl alcohol), C(C(=C)C)(=O)OCCOCCOCCOC1=CC(=CC=C1)[N+](=O)[O-] (2-(2-(2-(3-nitrophenoxy)ethoxy)ethoxy)ethyl methacrylate), resultant mixture. As a reaction SMILES: [Cl-].[NH4+].O.C(O)(C)C.[C:8]([O:13][CH2:14][CH2:15][O:16][CH2:17][CH2:18][O:19][CH2:20][CH2:21][O:22][C:23]1[CH:28]=[CH:27][CH:26]=[C:25]([N+:29]([O-])=O)[CH:24]=1)(=[O:12])[C:9]([CH3:11])=[CH2:10]>C(OCC)(=O)C>[C:8]([O:13][CH2:14][CH2:15][O:16][CH2:17][CH2:18][O:19][CH2:20][CH2:21][O:22][C:23]1[CH:28]=[CH:27][CH:26]=[C:25]([NH2:29])[CH:24]=1)(=[O:12])[C:9]([CH3:11])=[CH2:10] |f:0.1|. Conditions: temperature 75 celsius. The product is C(C(=C)C)(=O)OCCOCCOCCOC1=CC(=CC=C1)N (2-(2-(2-(3-aminophenoxy)ethoxy)ethoxy)ethyl methacrylate). Procedure details: A mixture of 25 g of reduced iron, 1 g of ammonium chloride, 50 ml of water, and 250 ml of isopropyl alcohol was raised to a temperature of 75° C. with stirring and after adding dropwise an ethyl acetate solution of the compound (1-B) to the aqueous solution (the mixture) over a period of one hour, the resultant mixture was further stirred for 2 hours. After removing insoluble matters from the reaction mixture by filtration, 200 ml of ethyl acetate and 500 ml of water were added to the reaction ... Solvent: C(C)(=O)OCC (ethyl acetate). Starting materials: C(C)(C)(C)OC(=O)N1CCC(CC1)OC1=CC(=C(C=C1)CC(=O)N1CCC(CC1)N1C(OCC2=C1C=CC=C2F)=O)OCC(F)(F)F (1-(1-(4-(1-tert-butyloxycarbonyl-4-piperidinyloxy)-2-(2,2,2-trifluoroethoxy)phenyl-acetyl)piperidin-4-yl)-5-fluoro-4H-3,1-benzoxazin-2(1H)-one), Cl (HCl). Run in CCOC(=O)C (EtOAc). Conditions: temperature 0 celsius, time 45 minute. Yields the product hydrochloride salt, N1CCC(CC1)OC1=CC(=C(C=C1)CC(=O)N1CCC(CC1)N1C(OCC2=C1C=CC=C2F)=O)OCC(F)(F)F (1-(1-(4-(4-piperidinyloxy)-2-(2,2,2-trifluoroethoxy)phenylacetyl)-piperidin-4-yl)-5-fluoro-4H-3,1-benzoxazin-2(1H)-one), [NH4+].[OH-] (NH4OH). As a reaction SMILES: C([O:5]C([N:8]1[CH2:13][CH2:12][CH:11]([O:14][C:15]2[CH:20]=[CH:19][C:18]([CH2:21][C:22]([N:24]3[CH2:29][CH2:28][CH:27]([N:30]4[C:35]5[CH:36]=[CH:37][CH:38]=[C:39]([F:40])[C:34]=5[CH2:33][O:32][C:31]4=[O:41])[CH2:26][CH2:25]3)=[O:23])=[C:17]([O:42][CH2:43][C:44]([F:47])([F:46])[F:45])[CH:16]=2)[CH2:10][CH2:9]1)=O)(C)(C)C.Cl>CCOC(C)=O>[NH:8]1[CH2:9][CH2:10][CH:11]([O:14][C:15]2[CH:20]=[CH:19][C:18]([CH2:21][C:22]([N:24]3[CH2:25][CH2:26][CH:27]([N:30]4[C:35]5[CH:36]=[CH:37][CH:38]=[C:39]([F:40])[C:34]=5[CH2:33][O:32][C:31]4=[O:41])[CH2:28][CH2:29]3)=[O:23])=[C:17]([O:42][CH2:43][C:44]([F:46])([F:47])[F:45])[CH:16]=2)[CH2:12][CH2:13]1.[NH4+:8].[OH-:5] |f:4.5|. Procedure: Into a stirred solution of 1-(1-(4-(1-tert-butyloxycarbonyl-4-piperidinyloxy)-2-(2,2,2-trifluoroethoxy)phenyl-acetyl)piperidin-4-yl)-5-fluoro-4H-3,1-benzoxazin-2(1H)-one (0.35 g, 0.53 mmol) from Step 4 above in EtOAc (125 mL) at 0° C. was bubbled HCl gas for 15 min. The resulting suspension was stirred at 0° C. for 45 min. Excess HCl was removed by bubbling argon though the mixture for 15 min. Ether (125 mL) was added and the cold suspension was filtered. The solids were washed with additional e... The reactants are [BH4-], O=C(c1ccc(Br)cc1)C(F)(F)F, CO, Cl, [Na+]. Product: OC(c1ccc(Br)cc1)C(F)(F)F. Reaction SMILES: [BH4-:14].[Br:1][c:2]1[cH:3][cH:4][c:5]([C:8]([C:9]([F:10])([F:11])[F:12])=[O:13])[cH:6][cH:7]1.[CH3:17][OH:18].[ClH:16].[Na+:15]>>[Br:1][c:2]1[cH:3][cH:4][c:5]([CH:8]([C:9]([F:10])([F:11])[F:12])[OH:13])[cH:6][cH:7]1.